Dataset: the Open Reaction Database (ORD), a public repository of structured organic reaction records. Task: describe an organic reaction: reactants, conditions, products, and yield Starting materials: CC(C)C(=O)c1ncn2ccsc12, CCCC[Sn](Cl)(CCCC)CCCC, C1CCOC1, CCOC(C)=O. Yields the product CCCC[Sn](CCCC)(CCCC)c1cn2cnc(C(=O)C(C)C)c2s1. As a reaction SMILES: [C:15]([CH:16]([CH3:17])[CH3:18])(=[O:19])[c:20]1[n:21][cH:22][n:23]2[c:24]1[s:25][cH:26][cH:27]2.[CH2:1]([CH2:2][CH2:3][CH3:4])[Sn:5]([CH2:6][CH2:7][CH2:8][CH3:9])([CH2:10][CH2:11][CH2:12][CH3:13])[Cl:14].[CH2:34]1[O:35][CH2:36][CH2:37][CH2:38]1.[CH3:28][CH2:29][O:30][C:31](=[O:32])[CH3:33]>>[CH2:1]([CH2:2][CH2:3][CH3:4])[Sn:5]([CH2:6][CH2:7][CH2:8][CH3:9])([CH2:10][CH2:11][CH2:12][CH3:13])[c:26]1[s:25][c:24]2[c:20]([C:15]([CH:16]([CH3:17])[CH3:18])=[O:19])[n:21][cH:22][n:23]2[cH:27]1. Starting materials: CCOC(=O)n1c(C(=O)c2cccc(F)c2)c(NC(C)=O)c2ccc(Cl)cc21, CCO. Yields the product CC(=O)Nc1c(C(=O)c2cccc(F)c2)[nH]c2cc(Cl)ccc12. As a reaction SMILES: [C:1]([CH3:2])(=[O:3])[NH:4][c:5]1[c:6]([C:20]([c:21]2[cH:22][c:23]([F:27])[cH:24][cH:25][cH:26]2)=[O:28])[n:7]([C:15]([O:16][CH2:17][CH3:18])=[O:19])[c:8]2[cH:9][c:10]([Cl:14])[cH:11][cH:12][c:13]12.[CH3:29][CH2:30][OH:31]>>[C:1]([CH3:2])(=[O:3])[NH:4][c:5]1[c:6]([C:20]([c:21]2[cH:22][c:23]([F:27])[cH:24][cH:25][cH:26]2)=[O:28])[nH:7][c:8]2[cH:9][c:10]([Cl:14])[cH:11][cH:12][c:13]12.